This data is from the Open Reaction Database (ORD), a public repository of structured organic reaction records. The task is: describe an organic reaction: reactants, conditions, products, and yield The reactants are ClC1=C(C=O)C(=CC=C1)F (2-chloro-6-fluorobenzaldehyde), BrC1=CC=C(C=C1)NN ((4-bromophenyl)hydrazine), C(=O)(O)[O-].[Na+] (NaHCO3). The solvent is C(C)O (ethanol). Run at time 5.5 hour. The product is BrC1=CC=C(C=C1)N/N=C/C1=C(C=CC=C1F)Cl ((2E)-1-(4-bromophenyl)-2-(2-chloro-6-fluorobenzylidene) hydrazine). The yield is 31.4%. As a reaction SMILES: [Cl:1][C:2]1[CH:9]=[CH:8][CH:7]=[C:6]([F:10])[C:3]=1[CH:4]=O.[Br:11][C:12]1[CH:17]=[CH:16][C:15]([NH:18][NH2:19])=[CH:14][CH:13]=1.C([O-])(O)=O.[Na+]>C(O)C>[Br:11][C:12]1[CH:17]=[CH:16][C:15]([NH:18]/[N:19]=[CH:4]/[C:3]2[C:6]([F:10])=[CH:7][CH:8]=[CH:9][C:2]=2[Cl:1])=[CH:14][CH:13]=1 |f:2.3|. Procedure details: To a solution of 2-chloro-6-fluorobenzaldehyde (1.0 g, 6.32 mmol) in ethanol was added (4-bromophenyl)hydrazine (1.7 g, 7.59 mmol) and aq. solution of NaHCO3 (0.637 g, 4.59 mmol). The reaction mixture was stirred at RT for 5-6 h. The reaction mass was quenched in water and extracted with ethyl acetate. The organic layer was dried over anhydrous sodium sulphate and concentrated. The obtained crude product was purified by column chromatography on silica gel, eluting with 4.6% EA: pet. ether to aff... Product: COC=1C=C(C2=C(NC(=N2)C2=C(C=CC=C2)C(F)(F)F)C1)C(=O)O (6-methoxy-2-(2-(trifluoromethyl)phenyl)-1H-benzo[d]imidazole-4-carboxylic acid). The solvent is CN(C)C=O (DMF), O (water). Isolated yield 40.0%. Procedure: A mixture of 2,3-diamino-5-methoxybenzoic acid 86 (1.1 equiv) and 2-(trifluoromethyl)benzaldehyde 74 (1 equiv) and sodium metabisulfite (3 equiv) in DMF was stirred under reflux for 12 h. Upon cooling to room temperature, the reaction mixture was diluted with water. The resulting solids were collected by filtration and dried to afford 6-methoxy-2-(2-(trifluoromethyl)phenyl)-1H-benzo[d]imidazole-4-carboxylic acid 87 as dark yellow solid (40%). The reactants are NC1=C(C(=O)O)C=C(C=C1N)OC (2,3-diamino-5-methoxybenzoic acid), FC(C1=C(C=O)C=CC=C1)(F)F (2-trifluoromethylbenzaldehyde), S(=O)(=O)([O-])S(=O)[O-].[Na+].[Na+] (sodium metabisulfite). Reaction SMILES: [NH2:1][C:2]1[C:10]([NH2:11])=[CH:9][C:8]([O:12][CH3:13])=[CH:7][C:3]=1[C:4]([OH:6])=[O:5].[F:14][C:15]([F:25])([F:24])[C:16]1[CH:23]=[CH:22][CH:21]=[CH:20][C:17]=1[CH:18]=O.S(S([O-])=O)([O-])(=O)=O.[Na+].[Na+]>CN(C=O)C.O>[CH3:13][O:12][C:8]1[CH:7]=[C:3]([C:4]([OH:6])=[O:5])[C:2]2[N:1]=[C:18]([C:17]3[CH:20]=[CH:21][CH:22]=[CH:23][C:16]=3[C:15]([F:14])([F:24])[F:25])[NH:11][C:10]=2[CH:9]=1 |f:2.3.4|. Starting materials: C1(\C=C\CCCCC1)OC(=O)NC1=CC=C(C=C1)C(C(=O)OCC)O ((E)-ethyl 2-(4-(((cyclooct-2-en-1-yloxy)carbonyl)amino)phenyl)-2-hydroxyacetate), C(C)(C)N(CC)C(C)C (Diisopropylethylamine), C1CC(=O)N(C1=O)OC(=O)ON2C(=O)CCC2=O (N,N′-disuccinimidyl carbonate). Solvent: C(C)#N (acetonitrile). Conditions: temperature 30 celsius, time 2 day. Product: C1(\C=C\CCCCC1)OC(=O)NC1=CC=C(C=C1)C(C(=O)OCC)OC(=O)ON1C(CCC1=O)=O ((E)-ethyl 2-(4-(((cyclooct-2-en-1-yloxy)carbonyl)amino)phenyl)-2-((((2,5-dioxopyrrolidin-1-yl)oxy)carbonyl)oxy)acetate). The yield is 53.0%. RXN SMILES: [CH:1]1([O:9][C:10]([NH:12][C:13]2[CH:18]=[CH:17][C:16]([CH:19]([OH:25])[C:20]([O:22][CH2:23][CH3:24])=[O:21])=[CH:15][CH:14]=2)=[O:11])[CH2:8][CH2:7][CH2:6][CH2:5][CH2:4][CH:3]=[CH:2]1.C(N(C(C)C)CC)(C)C.[CH2:35]1[C:40](=[O:41])[N:39]([O:42][C:43](ON2C(=O)CCC2=O)=[O:44])[C:37](=[O:38])[CH2:36]1>C(#N)C>[CH:1]1([O:9][C:10]([NH:12][C:13]2[CH:18]=[CH:17][C:16]([CH:19]([O:25][C:43]([O:42][N:39]3[C:40](=[O:41])[CH2:35][CH2:36][C:37]3=[O:38])=[O:44])[C:20]([O:22][CH2:23][CH3:24])=[O:21])=[CH:15][CH:14]=2)=[O:11])[CH2:8][CH2:7][CH2:6][CH2:5][CH2:4][CH:3]=[CH:2]1. Reported procedure: The product 36 obtained above (80 mg, 0.23 mmol) was dissolved in 4.1 g acetonitrile. Diisopropylethylamine (215 mg, 1.67 mmol) was added, followed by N,N′-disuccinimidyl carbonate (217 mg, 0.85 mmol). The solution was stirred for 2 days at ca. 30° C. The solvent was removed by rotary evaporation and the residue was chromatographed on 16 g silica, using dichloromethane with gradually increasing amounts of TBME as the eluent. The product eluted with ca. 20% TBME. Rotary evaporation of the product... Reaction SMILES: [C:52]([Cl:53])([Cl:54])([Cl:55])[Cl:56].[Cl:48][CH2:49][CH2:50][Cl:51].[OH:1][CH2:2][CH:3]([CH2:4][CH3:5])[NH:6][c:7]1[c:8]([C:9](=[O:10])[NH:11][CH2:12][c:13]2[cH:14][c:15]3[c:16]([cH:20][cH:21]2)[O:17][CH2:18][O:19]3)[cH:22][c:23]([N+:26](=[O:27])[O-:28])[cH:24][cH:25]1.[c:29]1([P:30]([c:31]2[cH:32][cH:33][cH:34][cH:35][cH:36]2)[c:37]2[cH:38][cH:39][cH:40][cH:41][cH:42]2)[cH:43][cH:44][cH:45][cH:46][cH:47]1>>[CH2:2]([CH:3]([CH2:4][CH3:5])[NH:6][c:7]1[c:8]([C:9](=[O:10])[NH:11][CH2:12][c:13]2[cH:14][c:15]3[c:16]([cH:20][cH:21]2)[O:17][CH2:18][O:19]3)[cH:22][c:23]([N+:26](=[O:27])[O-:28])[cH:24][cH:25]1)[Cl:48]. Yields the product CCC(CCl)Nc1ccc([N+](=O)[O-])cc1C(=O)NCc1ccc2c(c1)OCO2. Starting materials: ClC(Cl)(Cl)Cl, ClCCCl, CCC(CO)Nc1ccc([N+](=O)[O-])cc1C(=O)NCc1ccc2c(c1)OCO2, c1ccc(P(c2ccccc2)c2ccccc2)cc1. Reactants: BrC=1C=CC(=C(CN(CC2=CC=C(C=C2)C(=O)OC)C2=CC=C(C(=O)OC(C)(C)C)C=C2)C1)OCC1=CC=CC=C1 (tert-Butyl 4-[N-(5-bromo-2-benzyloxybenzyl)-N-(4-methoxycarbonylbenzyl)amino]benzoate). Solvent: C(=O)O (formic acid). Conditions: time 18 hour. The product is BrC=1C=CC(=C(CN(CC2=CC=C(C=C2)C(=O)OC)C2=CC=C(C(=O)O)C=C2)C1)OCC1=CC=CC=C1 (4-[N-(5-Bromo-2-benzyloxybenzyl)-N-(4-methoxycarbonylbenzyl)amino]benzoic acid). Yield: 86.0%. As a reaction SMILES: [Br:1][C:2]1[CH:3]=[CH:4][C:5]([O:34][CH2:35][C:36]2[CH:41]=[CH:40][CH:39]=[CH:38][CH:37]=2)=[C:6]([CH:33]=1)[CH2:7][N:8]([C:20]1[CH:32]=[CH:31][C:23]([C:24]([O:26]C(C)(C)C)=[O:25])=[CH:22][CH:21]=1)[CH2:9][C:10]1[CH:15]=[CH:14][C:13]([C:16]([O:18][CH3:19])=[O:17])=[CH:12][CH:11]=1>C(O)=O>[Br:1][C:2]1[CH:3]=[CH:4][C:5]([O:34][CH2:35][C:36]2[CH:37]=[CH:38][CH:39]=[CH:40][CH:41]=2)=[C:6]([CH:33]=1)[CH2:7][N:8]([C:20]1[CH:32]=[CH:31][C:23]([C:24]([OH:26])=[O:25])=[CH:22][CH:21]=1)[CH2:9][C:10]1[CH:15]=[CH:14][C:13]([C:16]([O:18][CH3:19])=[O:17])=[CH:12][CH:11]=1. Procedure: tert-Butyl 4-[N-(5-bromo-2-benzyloxybenzyl)-N-(4-methoxycarbonylbenzyl)amino]benzoate (1.79 g) was suspended in formic acid (10 ml) and heated on a steam bath until a clear solution formed. The reaction mixture was cooled and stood at ambient temperature for 18 hours. The resulting solid was filtered and washed with formic acid (2×5 ml) and dried under vacuum at 60° C. to give the title product (1.4 g). Reactants: O (Water), ClC(C(=O)OC)=O (Methyl chloro(oxo)acetate), Cl.O(C1=CC=CC=C1)CCCN ((3-phenoxypropyl)amine hydrochloride), N1=CC=CC=C1 (pyridine). Run in C(Cl)Cl (DCM). Reaction conditions: time 16 hour. The product is O=C(C(=O)OC)NCCCOC1=CC=CC=C1 (methyl oxo[(3-phenoxypropyl)amino]acetate). RXN SMILES: Cl[C:2](=[O:7])[C:3]([O:5][CH3:6])=[O:4].Cl.[O:9]([CH2:16][CH2:17][CH2:18][NH2:19])[C:10]1[CH:15]=[CH:14][CH:13]=[CH:12][CH:11]=1.N1C=CC=CC=1.O>C(Cl)Cl>[O:7]=[C:2]([NH:19][CH2:18][CH2:17][CH2:16][O:9][C:10]1[CH:15]=[CH:14][CH:13]=[CH:12][CH:11]=1)[C:3]([O:5][CH3:6])=[O:4] |f:1.2|. Reported procedure: Methyl chloro(oxo)acetate (1.77 mL) was added to a stirred solution of (3-phenoxypropyl)amine hydrochloride (3000 mg) and pyridine (2.98 mL) in DCM (100 mL) at 0° C. After the addition was complete the solution was allowed to warm to ambient temperature and stirred for 16 hours. Water (50 mL) was added and the mixture was extracted with DCM (2×75 mL). The organic extracts were combined, washed with brine (50 mL), dried and concentrated in vacuo to give an oil. This was purified by flash chromato... RXN SMILES: [C:1](=[O:2])([NH2:3])[c:4]1[c:5]([N:13]([CH3:14])[CH3:15])[n:6][n:7]2[c:8]1[cH:9][cH:10][cH:11][cH:12]2.[ClH:16]>>[cH:4]1[c:5]([N:13]([CH3:14])[CH3:15])[n:6][n:7]2[c:8]1[cH:9][cH:10][cH:11][cH:12]2. The product is CN(C)c1cc2ccccn2n1. Starting materials: CN(C)c1nn2ccccc2c1C(N)=O, Cl. The reactants are CN(C)CCO, O=C(Cl)c1ccc2c(c1)C(=O)c1ccccc1OC2, C1CCOC1. Yields the product CN(C)CCOC(=O)c1ccc2c(c1)C(=O)c1ccccc1OC2. RXN SMILES: [CH3:20][N:21]([CH3:22])[CH2:23][CH2:24][OH:25].[Cl:1][C:2](=[O:3])[c:4]1[cH:5][cH:6][c:7]2[c:8]([cH:19]1)[C:9](=[O:18])[c:10]1[c:11]([cH:14][cH:15][cH:16][cH:17]1)[O:12][CH2:13]2.[O:26]1[CH2:27][CH2:28][CH2:29][CH2:30]1>>[C:2](=[O:3])([c:4]1[cH:5][cH:6][c:7]2[c:8]([cH:19]1)[C:9](=[O:18])[c:10]1[c:11]([cH:14][cH:15][cH:16][cH:17]1)[O:12][CH2:13]2)[O:25][CH2:24][CH2:23][N:21]([CH3:20])[CH3:22].